From a dataset of the Open Reaction Database (ORD), a public repository of structured organic reaction records. describe an organic reaction: reactants, conditions, products, and yield The reactants are N1(C=CC2=CC=CC=C12)N (1H-indol-1-amine), C(C)(C)(C)O (tert-butanol), N1C=CC2=CC=CC=C12 (indole). Run in O (water), O (water), O (water), CCCCCCC (heptane). Product: C(CC)=NN1C=CC2=CC=CC=C12 (N-propylidene-1H-indol-1-amine). As a reaction SMILES: [N:1]1([NH2:10])[C:9]2[C:4](=[CH:5][CH:6]=[CH:7][CH:8]=2)[CH:3]=[CH:2]1.[C:11](O)(C)([CH3:13])[CH3:12].N1C2C(=CC=CC=2)C=C1>O.CCCCCCC>[CH:12](=[N:10][N:1]1[C:9]2[C:4](=[CH:5][CH:6]=[CH:7][CH:8]=2)[CH:3]=[CH:2]1)[CH2:11][CH3:13]. Procedure details: To the 1H-indol-1-amine solution prepared in accordance with the procedures set forth in Example 6 in a 150-gal steel reactor, under nitrogen purge, slight exhaust, agitation ca. 150 rpm, at 10–25° C. (preferably 10–18° C.) and with slow jacket cooling, charge approximately 21.6 kg acetic acid to pH 3.9–4.0 (0.1 mL of the reaction mixture in 5 mL water) at a rate of ca. 1 kg/min. Charge incrementally more HOAc if needed to attain the pH level. Rinse pump with ca. 2 L NMP. Charge 10.8 L water (a ... The reactants are CN(C)C=O, O=C(Nc1ccc2nc(NC3CCc4ccccc43)ccc2c1)NC1CCNCC1, CN(C)C(=O)CCl, [Na+], [Na+], O=C([O-])[O-]. Product: CN(C)C(=O)CN1CCC(NC(=O)Nc2ccc3nc(NC4CCc5ccccc54)ccc3c2)CC1. As a reaction SMILES: [CH3:44][N:45]([CH3:46])[CH:47]=[O:48].[CH:1]1([NH:10][c:11]2[n:12][c:13]3[cH:14][cH:15][c:16]([NH:21][C:22](=[O:23])[NH:24][CH:25]4[CH2:26][CH2:27][NH:28][CH2:29][CH2:30]4)[cH:17][c:18]3[cH:19][cH:20]2)[CH2:2][CH2:3][c:4]2[cH:5][cH:6][cH:7][cH:8][c:9]21.[Cl:31][CH2:32][C:33](=[O:34])[N:35]([CH3:36])[CH3:37].[Na+:38].[Na+:39].[O-:40][C:41](=[O:42])[O-:43]>>[CH:1]1([NH:10][c:11]2[n:12][c:13]3[cH:14][cH:15][c:16]([NH:21][C:22](=[O:23])[NH:24][CH:25]4[CH2:26][CH2:27][N:28]([CH2:32][C:33](=[O:34])[N:35]([CH3:36])[CH3:37])[CH2:29][CH2:30]4)[cH:17][c:18]3[cH:19][cH:20]2)[CH2:2][CH2:3][c:4]2[cH:5][cH:6][cH:7][cH:8][c:9]21. The reactants are ClC1=CC=CC2=C1C(N1[C@H](C=3N2C=NC3C(=O)OCC)CCC1)=O (ethyl (S)-8-chloro-11,12,13,13a-tetrahydro-9-oxo-9H-imidazo[1,5-a]pyrrolo[2,1-c][1,4]benzodiazepine-1-carboxylate), [C-]#N.[K+] (potassium cyanide). The solvent is COC1=C(CO)C=CC=C1 (2-methoxybenzyl alcohol). Run at time 36 hour. The product is ClC1=CC=CC2=C1C(N1[C@H](C=3N2C=NC3C(=O)OCC3=C(C=CC=C3)OC)CCC1)=O (o-methoxybenzyl (S)-8-chloro-11,12,13,13a-tetrahydro-9-oxo-9H-imidazo[1,5-a]pyrrolo[2,1-c][1,4]benzodiazepine-1-carboxylate). Reaction SMILES: [Cl:1][C:2]1[C:7]2[C:8](=[O:24])[N:9]3[CH2:23][CH2:22][CH2:21][C@H:10]3[C:11]3[N:12]([CH:13]=[N:14][C:15]=3[C:16]([O:18][CH2:19][CH3:20])=[O:17])[C:6]=2[CH:5]=[CH:4][CH:3]=1.[C-]#N.[K+]>COC1C=CC=CC=1CO>[Cl:1][C:2]1[C:7]2[C:8](=[O:24])[N:9]3[CH2:23][CH2:22][CH2:21][C@H:10]3[C:11]3[N:12]([CH:13]=[N:14][C:15]=3[C:16]([O:18][CH2:19][C:20]3[CH:21]=[CH:10][CH:11]=[CH:15][C:16]=3[O:18][CH3:19])=[O:17])[C:6]=2[CH:5]=[CH:4][CH:3]=1 |f:1.2|. Procedure: A mixture of 3.45 g (10 mmol) of ethyl (S)-8-chloro-11,12,13,13a-tetrahydro-9-oxo-9H-imidazo[1,5-a]pyrrolo[2,1-c][1,4]benzodiazepine-1-carboxylate, 100 mg (1.5 mmol) of potassium cyanide and 20 ml of 2-methoxybenzyl alcohol is stirred at 110° for 36 hours, the resulting ethanol being removed in vacuo from time to time. The solvent is subsequently removed by distillation in a high vacuum and the residue is chromatographed on silica gel while eluting with ethyl acetate. By recrystallization from e... Reactants: CC(C)=O, OCCCCc1ccc(Cl)cc1Cl, O=[Cr](=O)=O, O, O=S(=O)(O)O. Yields the product O=C(O)CCCc1ccc(Cl)cc1Cl. Reaction SMILES: [CH3:24][C:25](=[O:26])[CH3:27].[Cl:11][c:12]1[c:13]([CH2:19][CH2:20][CH2:21][CH2:22][OH:23])[cH:14][cH:15][c:16]([Cl:18])[cH:17]1.[O:1]=[Cr:2](=[O:3])=[O:4].[OH2:5].[S:6](=[O:7])(=[O:8])([OH:9])[OH:10]>>[OH:5][C:22]([CH2:21][CH2:20][CH2:19][c:13]1[c:12]([Cl:11])[cH:17][c:16]([Cl:18])[cH:15][cH:14]1)=[O:23]. Reactants: CN(C)C=O, O=[N+]([O-])c1cccc(OCCCl)c1, [H-], [Na+], c1c[nH]cn1. Product: O=[N+]([O-])c1cccc(OCCn2ccnc2)c1. RXN SMILES: [CH3:21][N:22]([CH3:23])[CH:24]=[O:25].[Cl:8][CH2:9][CH2:10][O:11][c:12]1[cH:13][c:14]([N+:18](=[O:19])[O-:20])[cH:15][cH:16][cH:17]1.[H-:6].[Na+:7].[nH:1]1[cH:2][n:3][cH:4][cH:5]1>>[n:1]1([CH2:9][CH2:10][O:11][c:12]2[cH:13][c:14]([N+:18](=[O:19])[O-:20])[cH:15][cH:16][cH:17]2)[cH:2][n:3][cH:4][cH:5]1. Starting materials: O=C([O-])[O-], CCOC(=O)C1CNCCC1N(C)Cc1ccccc1, CC#N, Cl, Cl, Cc1ccc(S(=O)(=O)OCCc2ccc(F)cc2)cc1, [K+], [K+]. The product is CCOC(=O)C1CN(CCc2ccc(F)cc2)CCC1N(C)Cc1ccccc1. As a reaction SMILES: [C:43](=[O:44])([O-:45])[O-:46].[CH2:23]([CH3:24])[O:25][C:26](=[O:27])[CH:28]1[CH2:29][NH:30][CH2:31][CH2:32][CH:33]1[N:34]([CH3:35])[CH2:36][c:37]1[cH:38][cH:39][cH:40][cH:41][cH:42]1.[CH3:49][C:50]#[N:51].[ClH:21].[ClH:22].[F:1][c:2]1[cH:3][cH:4][c:5]([CH2:8][CH2:9][O:10][S:11]([c:12]2[cH:13][cH:14][c:15]([CH3:16])[cH:17][cH:18]2)(=[O:19])=[O:20])[cH:6][cH:7]1.[K+:47].[K+:48]>>[F:1][c:2]1[cH:3][cH:4][c:5]([CH2:8][CH2:9][N:30]2[CH2:29][CH:28]([C:26]([O:25][CH2:23][CH3:24])=[O:27])[CH:33]([N:34]([CH3:35])[CH2:36][c:37]3[cH:38][cH:39][cH:40][cH:41][cH:42]3)[CH2:32][CH2:31]2)[cH:6][cH:7]1. Starting materials: HCl-salt, CN1CCN(CC1)C1=CC=C(C2=CC=CC=C12)N (4-(4-methyl-1-piperazinyl)-1-naphthylamine), N1=CC=CC=C1 (pyridine), CC1=CC=C(C=C1)S(=O)(=O)Cl (4-methylbenzenesulfonyl chloride). Run in C(Cl)Cl (CH2Cl2), C(Cl)Cl (CH2Cl2). Reaction conditions: time 16 hour. Product: Cl.CC1=CC=C(C=C1)S(=O)(=O)NC1=CC=C(C2=CC=CC=C12)N1CCN(CC1)C (4-Methyl-N-[4-(4-methyl-1-piperizinyl)-1-naphthyl]-1-benzenesulfonamide, hydrochloride). Reaction SMILES: [CH3:1][N:2]1[CH2:7][CH2:6][N:5]([C:8]2[C:17]3[C:12](=[CH:13][CH:14]=[CH:15][CH:16]=3)[C:11]([NH2:18])=[CH:10][CH:9]=2)[CH2:4][CH2:3]1.N1C=CC=CC=1.[CH3:25][C:26]1[CH:31]=[CH:30][C:29]([S:32]([Cl:35])(=[O:34])=[O:33])=[CH:28][CH:27]=1>C(Cl)Cl>[ClH:35].[CH3:25][C:26]1[CH:31]=[CH:30][C:29]([S:32]([NH:18][C:11]2[C:12]3[C:17](=[CH:16][CH:15]=[CH:14][CH:13]=3)[C:8]([N:5]3[CH2:6][CH2:7][N:2]([CH3:1])[CH2:3][CH2:4]3)=[CH:9][CH:10]=2)(=[O:34])=[O:33])=[CH:28][CH:27]=1 |f:4.5|. Procedure details: To a solution of 4-(4-methyl-1-piperazinyl)-1-naphthylamine (prepared according to methods A and B) (0.099 g, 0.409 mmol) and pyridine (231 μL, 2.86 mmol) in CH2Cl2 (3.0 mL) was added 4-methylbenzenesulfonyl chloride (0.078 g, 0.409 mmol) in CH2Cl2 (1.0 mL). The solution was stirred at room temperature for 16 hours and then washed with saturated aqueous NaHCO3, dried with Na2SO4, filtered and concentrated. The crude product was purified via column chromatography (SiO2, CHCl3→CHCl3/MeOH/NH3 9:1:0... As a reaction SMILES: [Cl:1][C:2]1[CH:7]=[C:6]([C:8]([CH3:12])([CH3:11])[CH2:9][CH3:10])[CH:5]=[CH:4][C:3]=1[OH:13].[CH2:14]([CH:16]1[O:18][CH2:17]1)Cl>>[Cl:1][C:2]1[CH:7]=[C:6]([C:8]([CH3:12])([CH3:11])[CH2:9][CH3:10])[CH:5]=[CH:4][C:3]=1[O:13][CH2:14][CH:16]1[CH2:17][O:18]1. Reactants: ClC1=C(C=CC(=C1)C(CC)(C)C)O (2-chloro-4-(1,1-dimethyl-propyl)-phenol), C(Cl)C1CO1 (epichlorohydrin). Reported procedure: The title compound was prepared from 2-chloro-4-(1,1-dimethyl-propyl)-phenol and epichlorohydrin employing the procedures as set forth in Step 1 of Example 2. Yields the product ClC1=C(OCC2OC2)C=CC(=C1)C(CC)(C)C (2-(2-Chloro-4-(1,1-dimethyl-propyl)-phenoxymethyl)-oxirane). Starting materials: O.S(=O)(=O)(O)[O-].[Na+] (sodium hydrogen sulfate monohydrate), CC1=C(C(O)=CC(=C1)C)O (3,5-dimethylcatechol). Yields the product CC1=C(O)C(=CC(=C1)O)C (2,6-dimethylhydroquinone). Reaction SMILES: [OH2:1].S([O-])(O)(=O)=O.[Na+].[CH3:8][C:9]1[CH:15]=[C:14]([CH3:16])[CH:13]=[C:11]([OH:12])[C:10]=1O>>[CH3:8][C:9]1[CH:10]=[C:11]([OH:12])[CH:13]=[C:14]([CH3:16])[C:15]=1[OH:1] |f:0.1.2|. Reported procedure: By following the same manner as in Example 56 except that 0.013 g. of sodium hydrogen sulfate monohydrate (NaHSO4.H2O) was used, 3.42 g. (24.8 m.moles) of 3,5-dimethylcatechol and 1.66 g. (12.0 m.moles) of 2,6-dimethylhydroquinone were obtained. The yield of dihydric alkylphenols was 87.4%. Starting materials: C(C1=CC=CC=C1)N1CCC(=CC1)C=1C(=NC2=CC=C(C=C2C1)OC)O (3-(1-benzyl-1.2.3.6-tetrahydro-pyridin-4-yl)-6-methoxy-quinolin-2-ol), C1CCOC1 (THF), [H][H] (hydrogen), [H][H] (hydrogen). Reagents/catalysts: [Pd] (palladium on charcoal), [Pd] (palladium on charcoal), [Pd] (palladium on charcoal). Run in CO (MeOH). Run at time 2 hour. Product: COC=1C=C2C=C(C(NC2=CC1)=O)C1CCNCC1 (6-methoxy-3-piperidin-4-yl-1H-quinolin-2-one). Reaction SMILES: C([N:8]1[CH2:13][CH:12]=[C:11]([C:14]2[C:15]([OH:26])=[N:16][C:17]3[C:22]([CH:23]=2)=[CH:21][C:20]([O:24][CH3:25])=[CH:19][CH:18]=3)[CH2:10][CH2:9]1)C1C=CC=CC=1.[H][H].C1COCC1>[Pd].CO>[CH3:25][O:24][C:20]1[CH:21]=[C:22]2[C:17](=[CH:18][CH:19]=1)[NH:16][C:15](=[O:26])[C:14]([CH:11]1[CH2:12][CH2:13][NH:8][CH2:9][CH2:10]1)=[CH:23]2. Procedure: A mixture of 160 mg (0.462 mmol) 3-(1-benzyl-1.2.3.6-tetrahydro-pyridin-4-yl)-6-methoxy-quinolin-2-ol and 20 mg palladium on charcoal (Pd/C 10%) in 30 mL MeOH was first of all hydrogenated for 17.5 h at 50° C. in a hydrogen atmosphere of 50 psi. Then 10 mL THF and 20 mg palladium on charcoal (Pd/C 10%) were added and hydrogenation continued for a further 2 h under the same conditions. Another 20 mg palladium on charcoal (Pd/C 10%) were added and the mixture was hydrogenated overnight at 50° C. i...